From a dataset of the Open Reaction Database (ORD), a public repository of structured organic reaction records. describe an organic reaction: reactants, conditions, products, and yield As a reaction SMILES: [O-:1][N+:2](=[O:3])[c:4]1[cH:5][cH:6][c:7]([CH2:8][Br:9])[cH:10][cH:11]1.[nH:12]1[cH:13][cH:14][c:15]2[c:16]([CH:21]=[O:22])[cH:17][cH:18][cH:19][c:20]12>>[O-:1][N+:2](=[O:3])[c:4]1[cH:5][cH:6][c:7]([CH2:8][n:12]2[cH:13][cH:14][c:15]3[c:16]([CH:21]=[O:22])[cH:17][cH:18][cH:19][c:20]23)[cH:10][cH:11]1. Product: O=Cc1cccc2c1ccn2Cc1ccc([N+](=O)[O-])cc1. Reactants: O=[N+]([O-])c1ccc(CBr)cc1, O=Cc1cccc2[nH]ccc12. The reactants are CC1=CC=C(C=C1)S (4-Methylbenzenethiol), [Cl-].[Na+] (sodium chloride), BrC1=C(C=CC=C1)Br (1,2-dibromobenzene), CC(C)([O-])C.[K+] (Potassium tert-butoxide). The product is C1(=CC=C(C=C1)SC1=C(C=CC=C1)Br)C (2-(4-tolylsulfanyl)-phenyl bromide). The solvent is C(C)(=O)OCC (Ethyl acetate). As a reaction SMILES: [CH3:1][C:2]1[CH:7]=[CH:6][C:5]([SH:8])=[CH:4][CH:3]=1.[Br:9][C:10]1[CH:15]=[CH:14][CH:13]=[CH:12][C:11]=1Br.CC(C)([O-])C.[K+].[Cl-].[Na+]>C(OCC)(=O)C>[C:2]1([CH3:1])[CH:7]=[CH:6][C:5]([S:8][C:11]2[CH:12]=[CH:13][CH:14]=[CH:15][C:10]=2[Br:9])=[CH:4][CH:3]=1 |f:2.3,4.5|. Conditions: temperature 120 celsius, time 20 minute. Procedure details: In a stirred nitrogen covered reactor N-methyl-pyrrolidone, NMP (4.5 L) was flushed with nitrogen for 20 minutes. 4-Methylbenzenethiol (900 g, 7.25 mol) was added and then 1,2-dibromobenzene (1709 g, 7.25 mol). Potassium tert-butoxide (813 g, 7.25 mol) was finally added as the last reactant. The reaction was exothermic giving a temperature rise of the reaction mixture to 70° C. The reaction mixture was then heated to 120° C. for 2-3 hours. The reaction mixture was cooled to room temperature. Eth...